This data is from the Open Reaction Database (ORD), a public repository of structured organic reaction records. The task is: describe an organic reaction: reactants, conditions, products, and yield Reactants: NC=1SC(=CC1C(=O)OCC)C (2-amino-5-methyl-3-ethoxycarbonyl-thiophene), C(#N)C1=CC=C(C(=O)OC)C=C1 (methyl 4-cyanobenzoate), Cl (HCl). Solvent: O1CCOCC1 (dioxane). The product is O=C1C2=C(N=C(N1)C1=CC=C(C(=O)OC)C=C1)SC(=C2)C (methyl 4-(3,4-dihydro-4-oxo-6-methyl-thieno-[2,3-d]-pyrimidin-2-yl)-benzoate). Yield: 119.2%. Reaction SMILES: [NH2:1][C:2]1[S:3][C:4]([CH3:12])=[CH:5][C:6]=1[C:7]([O:9]CC)=O.[C:13]([C:15]1[CH:24]=[CH:23][C:18]([C:19]([O:21][CH3:22])=[O:20])=[CH:17][CH:16]=1)#[N:14].Cl>O1CCOCC1>[O:9]=[C:7]1[NH:14][C:13]([C:15]2[CH:24]=[CH:23][C:18]([C:19]([O:21][CH3:22])=[O:20])=[CH:17][CH:16]=2)=[N:1][C:2]2[S:3][C:4]([CH3:12])=[CH:5][C:6]1=2. Reported procedure: 5 g of 2-amino-5-methyl-3-ethoxycarbonyl-thiophene is dissolved with 2.7 g of methyl 4-cyanobenzoate in 40 ml of dioxane. Gaseous HCl is then passed through the solution for 5 hours. After customary working up, 6 g of methyl 4-(3,4-dihydro-4-oxo-6-methyl-thieno-[2,3-d]-pyrimidin-2-yl)-benzoate are obtained. Starting materials: desired material, C12C(C3CC(CC(C1)C3)C2)N2C(N(C(=C2)C2=CC=CC=C2)C(C)C)=O (1-adamantan-2-yl-3-isopropyl-4-phenyl-1,3-dihydro-imidazol-2-one), COC(C(C1=CC=CC=C1)N(C(=O)NC1C2CC3CC(CC1C3)C2)C(C)C)=O ((3-adamantan-2-yl-1-isopropyl-ureido)-phenyl-acetic acid methyl ester), C1(=CC=CC=C1)C (toluene), sodium dihydrido-bis-(2-methoxyethoxy)-aluminate, C(C)(=O)OCC (ethyl acetate). Run in C(Cl)Cl.CC#N (DCM CH3CN), CCCCCCC (heptane), C(Cl)Cl (DCM), C(Cl)Cl (DCM). Reaction conditions: temperature -78 celsius, time 30 minute. The product is C12C(C3CC(CC(C1)C3)C2)N2C(N(C(C2=O)C2=CC=CC=C2)C(C)C)=O (3-adamantan-2-yl-1-isopropyl-5-phenyl-imidazolidine-2,4-dione). Yield: 63.3%. As a reaction SMILES: CO[C:3](=[O:28])[CH:4]([N:11]([CH:25]([CH3:27])[CH3:26])[C:12]([NH:14][CH:15]1[CH:22]2[CH2:23][CH:18]3[CH2:19][CH:20]([CH2:24][CH:16]1[CH2:17]3)[CH2:21]2)=[O:13])[C:5]1[CH:10]=[CH:9][CH:8]=[CH:7][CH:6]=1.C1(C)C=CC=CC=1.C(OCC)(=O)C.C12CC3CC(CC(C3)C1N1C=C(C3C=CC=CC=3)N(C(C)C)C1=O)C2>C(Cl)Cl.CCCCCCC.C(Cl)Cl.CC#N>[CH:22]12[CH2:23][CH:18]3[CH2:19][CH:20]([CH2:24][CH:16]([CH2:17]3)[CH:15]1[N:14]1[C:3](=[O:28])[CH:4]([C:5]3[CH:6]=[CH:7][CH:8]=[CH:9][CH:10]=3)[N:11]([CH:25]([CH3:26])[CH3:27])[C:12]1=[O:13])[CH2:21]2 |f:6.7|. Procedure details: In this case, treatment of (3-adamantan-2-yl-1-isopropyl-ureido)-phenyl-acetic acid methyl ester with diisobutylaluminium hydride as described in example 1, step B] did not result in the formation of the desired material. Alternatively, (3-adamantan-2-yl-1-isopropyl-ureido)-phenyl-acetic acid methyl ester (200 mg) was dissolved in DCM (3 mL) and toluene (3 mL) under argon and treated with sodium dihydrido-bis-(2-methoxyethoxy)-aluminate (Red-Al™, 3.5 M in toluene, 0.09 mL) at −78° C. After addit... Reactants: CN([C@H]1CN(CC1)C1=CC(=C(C=C1[N+](=O)[O-])NC1=NC=CC(=N1)C=1C=NN2C1C=CC=C2)OC)C (N-[4-[(3R)-3-dimethylaminopyrrolidin-1-yl]-2-methoxy-5-nitrophenyl]-4-pyrazolo[1,5-a]pyridin-3-ylpyrimidin-2-amine), CN([C@H]1CN(CC1)C1=CC(=C(C=C1[N+](=O)[O-])NC1=NC=CC(=N1)C=1C=NN2C1C=CC=C2)OC)C (N-[4-[(3R)-3-dimethylaminopyrrolidin-1-yl]-2-methoxy-5-nitrophenyl]-4-pyrazolo[1,5-a]pyridin-3-ylpyrimidin-2-amine), [NH4+].[Cl-] (NH4Cl), C(C)O (ethanol). Reagents/catalysts: [Fe] (iron). Solvent: O (water). Product: CN([C@H]1CN(CC1)C1=C(C=C(C(=C1)OC)NC1=NC=CC(=N1)C=1C=NN2C1C=CC=C2)N)C (4-[(3R)-3-Dimethylaminopyrrolidin-1-yl]-6-methoxy-N-(4-pyrazolo[1,5-a]pyridin-3-ylpyrimidin-2-yl)benzene-1,3-diamine). Yield: 82.0%. RXN SMILES: [CH3:1][N:2]([CH3:35])[C@@H:3]1[CH2:7][CH2:6][N:5]([C:8]2[C:13]([N+:14]([O-])=O)=[CH:12][C:11]([NH:17][C:18]3[N:23]=[C:22]([C:24]4[CH:25]=[N:26][N:27]5[CH:32]=[CH:31][CH:30]=[CH:29][C:28]=45)[CH:21]=[CH:20][N:19]=3)=[C:10]([O:33][CH3:34])[CH:9]=2)[CH2:4]1.[NH4+].[Cl-].C(O)C>[Fe].O>[CH3:35][N:2]([CH3:1])[C@@H:3]1[CH2:7][CH2:6][N:5]([C:8]2[CH:9]=[C:10]([O:33][CH3:34])[C:11]([NH:17][C:18]3[N:23]=[C:22]([C:24]4[CH:25]=[N:26][N:27]5[CH:32]=[CH:31][CH:30]=[CH:29][C:28]=45)[CH:21]=[CH:20][N:19]=3)=[CH:12][C:13]=2[NH2:14])[CH2:4]1 |f:1.2|. Procedure: A mixture of N-[4-[(3R)-3-dimethylaminopyrrolidin-1-yl]-2-methoxy-5-nitrophenyl]-4-pyrazolo[1,5-a]pyridin-3-ylpyrimidin-2-amine (Intermediate 154, 440 mg, 0.93 mmol), iron (311 mg, 5.56 mmol), NH4Cl (37.2 mg, 0.70 mmol), ethanol (15 mL) and water (5 mL) was heated at reflux for 1.5 h. After cooling the mixture was concentrated in vacuo. The resulting residue was triturated in 10% CH3OH in CH2Cl2 (20 mL) for 15 minutes and then filtered. The residues were triturated again with 10% CH3OH in CH2Cl2... Starting materials: Clc1cccc2c1CCc1ccccc1C2=CBr, CS(=O)(=O)Nc1cccc(B(O)O)c1. Yields the product CS(=O)(=O)Nc1cccc(C=C2c3ccccc3CCc3c(Cl)cccc32)c1. RXN SMILES: [Br:1][CH:2]=[C:3]1[c:4]2[c:5]([cH:15][cH:16][cH:17][cH:18]2)[CH2:6][CH2:7][c:8]2[c:9]1[cH:10][cH:11][cH:12][c:13]2[Cl:14].[CH3:19][S:20](=[O:21])(=[O:22])[NH:23][c:24]1[cH:25][c:26]([B:30]([OH:31])[OH:32])[cH:27][cH:28][cH:29]1>>[CH:2](=[C:3]1[c:4]2[c:5]([cH:15][cH:16][cH:17][cH:18]2)[CH2:6][CH2:7][c:8]2[c:9]1[cH:10][cH:11][cH:12][c:13]2[Cl:14])[c:26]1[cH:25][c:24]([NH:23][S:20]([CH3:19])(=[O:21])=[O:22])[cH:29][cH:28][cH:27]1. Reactants: COC(=O)C1=C(C2=C(S1)C(=CC=C2)C(F)(F)F)C2CCN(CC2)C(C)=O (3-(1-acetyl-piperidin-4-yl)-7-trifluoromethyl-benzo[b]thiophene-2-carboxylic acid methyl ester), [OH-].[Na+] (sodium hydroxide), Cl (HCl). Run in C1CCOC1 (THF). Run at time 18 hour. Yields the product C(C)(=O)N1CCC(CC1)C=1C2=C(SC1C(=O)O)C(=CC=C2)C(F)(F)F (3-(1-Acetyl-piperidin-4-yl)-7-trifluoromethyl-benzo[b]thiophene-2-carboxylic acid). Isolated yield 104.9%. RXN SMILES: C[O:2][C:3]([C:5]1[S:9][C:8]2[C:10]([C:14]([F:17])([F:16])[F:15])=[CH:11][CH:12]=[CH:13][C:7]=2[C:6]=1[CH:18]1[CH2:23][CH2:22][N:21]([C:24](=[O:26])[CH3:25])[CH2:20][CH2:19]1)=[O:4].[OH-].[Na+].Cl>C1COCC1>[C:24]([N:21]1[CH2:22][CH2:23][CH:18]([C:6]2[C:7]3[CH:13]=[CH:12][CH:11]=[C:10]([C:14]([F:17])([F:16])[F:15])[C:8]=3[S:9][C:5]=2[C:3]([OH:4])=[O:2])[CH2:19][CH2:20]1)(=[O:26])[CH3:25] |f:1.2|. Reported procedure: To a solution of 3-(1-acetyl-piperidin-4-yl)-7-trifluoromethyl-benzo[b]thiophene-2-carboxylic acid methyl ester (4.10 g, 10.6 mmol) in THF (25 mL) was added 0.5 N aqueous sodium hydroxide (23.4 mL, 11.7 mmol) and the reaction stirred at room temperature. After 18 h, the reaction was acidified with 1 N HCl (200 mL) and the mixture extracted with DCM (2×100 mL). The organics were washed with water (100 mL), dried over magnesium sulfate, filtered, and concentrated to give 4.13 g of the desired prod... Run at temperature 27.5 celsius, time 30 minute. As a reaction SMILES: [H-].[Na+].[OH:3][C:4]1[CH:11]=[CH:10][C:7]([CH:8]=[O:9])=[CH:6][CH:5]=1.[CH2:12]([O:14][CH:15]([O:18][CH2:19][CH3:20])[CH2:16]Br)[CH3:13]>CN(C=O)C>[CH2:12]([O:14][CH:15]([O:18][CH2:19][CH3:20])[CH2:16][O:3][C:4]1[CH:11]=[CH:10][C:7]([CH:8]=[O:9])=[CH:6][CH:5]=1)[CH3:13] |f:0.1|. Procedure details: To a stirred suspension of sodium hydride (2.5 g, 100 mmol, 98%) in DMF (100 mL) was added a solution of 4-hydroxy benzaldehyde (10.0 g, 82 mmol) in DMF (100 mL) slowly dropwise at 25-30° C. and stirred for 30 min at 25-30° C. 2,2-diethoxy-1-bromoethane (19.7 g, 100 mmol) was added to the reaction mixture. The reaction mixture was immersed in a preheated oil bath at 60° C. and stirring was continued for 48 h at 60° C. The reaction mixture was cooled to room temperatures, quenched with water (200... Isolated yield 64.7%. The reactants are OC1=CC=C(C=O)C=C1 (4-hydroxy benzaldehyde), [H-].[Na+] (sodium hydride), C(C)OC(CBr)OCC (2,2-diethoxy-1-bromoethane). Solvent: CN(C)C=O (DMF), CN(C)C=O (DMF). Product: C(C)OC(COC1=CC=C(C=O)C=C1)OCC (4-[(2,2-diethoxy]ethoxy]benzaldehyde). Reactants: CCO, CC1(C)OB(c2cc(F)cc([N+](=O)[O-])c2)OC1(C)C, O=[N+]([O-])c1cc(F)cc(I)c1. The product is CC1(C)OB(c2cc(N)cc(F)c2)OC1(C)C. RXN SMILES: [CH3:31][CH2:32][OH:33].[F:1][c:2]1[cH:3][c:4]([B:11]2[O:12][C:13]([CH3:18])([CH3:19])[C:14]([CH3:16])([CH3:17])[O:15]2)[cH:5][c:6]([N+:8]([O-:9])=[O:10])[cH:7]1.[F:20][c:21]1[cH:22][c:23]([N+:24]([O-:25])=[O:26])[cH:27][c:28]([I:29])[cH:30]1>>[F:1][c:2]1[cH:3][c:4]([B:11]2[O:12][C:13]([CH3:18])([CH3:19])[C:14]([CH3:16])([CH3:17])[O:15]2)[cH:5][c:6]([NH2:8])[cH:7]1. Reactants: ClC=1C(=CC2=C(OCO2)C1)CN1C(=NC(=C1C(=O)OCC)S(=O)C)CCC (ethyl 1-[(6-chloro-1,3-benzodioxol-5-yl)methyl]-4-(methylsulphinyl)-2-propyl-1H-imidazole-5-carboxylate), FC(C(=O)OC(C(F)(F)F)=O)(F)F (trifluoroacetic anhydride). The solvent is C(Cl)Cl (methylene chloride). Conditions: time 30 minute. Yields the product ClC=1C(=CC2=C(OCO2)C1)CN1C(=NC(=C1C(=O)OCC)S)CCC (ethyl 1-[(6-chloro-1,3-benzodioxol-5-yl)methyl]-4-mercapto-2-propyl-1H-imidazole-5-carboxylate). Isolated yield 97.1%. RXN SMILES: [Cl:1][C:2]1[C:3]([CH2:11][N:12]2[C:16]([C:17]([O:19][CH2:20][CH3:21])=[O:18])=[C:15]([S:22](C)=O)[N:14]=[C:13]2[CH2:25][CH2:26][CH3:27])=[CH:4][C:5]2[O:9][CH2:8][O:7][C:6]=2[CH:10]=1.FC(F)(F)C(OC(=O)C(F)(F)F)=O>C(Cl)Cl>[Cl:1][C:2]1[C:3]([CH2:11][N:12]2[C:16]([C:17]([O:19][CH2:20][CH3:21])=[O:18])=[C:15]([SH:22])[N:14]=[C:13]2[CH2:25][CH2:26][CH3:27])=[CH:4][C:5]2[O:9][CH2:8][O:7][C:6]=2[CH:10]=1. Procedure: 800 mg of the product obtained in Stage 5 above is introduced into 16 ml of methylene chloride and 0.54 ml of trifluoroacetic anhydride is added. Agitation is carried out for 30 minutes, followed by evaporation to dryness and the residue is taken up in 10 ml of methanol and 4 ml of triethylamine. After agitation for 30 minutes, extraction is carried out with chloroform, the extracts are washed with a saturated solution of ammonium chloride, dried and evaporated to dryness. In this way 720 mg of ... The reactants are CSC(N[N+](=O)[O-])=N (S-methyl-N-nitroisothiourea), CN(C)C1=NC=CC=C1 (dimethylaminopyridine), C(C)O (ethanol), C(C)(=O)OCC (ethyl acetate). Yields the product O1CC(CC1)CN1C(NCC1)=N[N+](=O)[O-] (1-[(tetrahydro-3-furanyl)methyl]-2-(nitroimino)imidazolidine). As a reaction SMILES: CS[C:3](=[NH:8])[NH:4][N+:5]([O-:7])=[O:6].CN([C:12]1[CH:17]=[CH:16][CH:15]=[CH:14][N:13]=1)C.C(O)C.[C:21]([O:24][CH2:25]C)(=O)C>>[O:24]1[CH2:25][CH2:16][CH:15]([CH2:14][N:13]2[CH2:12][CH2:17][NH:8][C:3]2=[N:4][N+:5]([O-:7])=[O:6])[CH2:21]1. Procedure details: The thus obtained crude oily substance was mixed with 3.07 g of S-methyl-N-nitroisothiourea, 0.1 g of dimethylaminopyridine (DMAP) and 30 ml of ethanol, and the mixture was refluxed. After the completion of reaction, ethyl acetate was added, and insolubles were then removed by filtration. The filtrate was concentrated under a reduced pressure to precipitate crystals, and the thus precipitated crystals were then removed by filtration. Next, the filtrate was concentrated under a reduced pressure t... Starting materials: [Al+3], C1CCOC1, COc1ccc(F)c(-c2ccc(C(=O)O)cc2N2CCCCC2)c1, [H-], [H-], [H-], [H-], [Li+], [Na+], [OH-]. Yields the product COc1ccc(F)c(-c2ccc(CO)cc2N2CCCCC2)c1. Reaction SMILES: [Al+3:26].[CH2:33]1[O:34][CH2:35][CH2:36][CH2:37]1.[F:1][c:2]1[c:3](-[c:10]2[c:11]([N:19]3[CH2:20][CH2:21][CH2:22][CH2:23][CH2:24]3)[cH:12][c:13]([C:16](=[O:17])[OH:18])[cH:14][cH:15]2)[cH:4][c:5]([O:8][CH3:9])[cH:6][cH:7]1.[H-:25].[H-:28].[H-:29].[H-:30].[Li+:27].[Na+:32].[OH-:31]>>[F:1][c:2]1[c:3](-[c:10]2[c:11]([N:19]3[CH2:20][CH2:21][CH2:22][CH2:23][CH2:24]3)[cH:12][c:13]([CH2:16][OH:17])[cH:14][cH:15]2)[cH:4][c:5]([O:8][CH3:9])[cH:6][cH:7]1.